From a dataset of the Open Reaction Database (ORD), a public repository of structured organic reaction records. describe an organic reaction: reactants, conditions, products, and yield Starting materials: C(C1=CC=CC=C1)O (benzyl alcohol), [H-].[Na+] (sodium hydride), C(C)OC1=NC(=NC(=C1)C)S(=O)(=O)C (4-ethoxy-6-methyl-2-(methylsulfonyl)pyrimidine). Run in O1CCCC1 (tetrahydrofuran). The product is C(C)OC1=NC(=NC(=C1)C)CC1=CC=CC=C1 (4-ethoxy-6-methyl-2-(phenylmethyl)pyrimidine). RXN SMILES: [CH2:1](O)[C:2]1[CH:7]=[CH:6][CH:5]=[CH:4][CH:3]=1.[H-].[Na+].[CH2:11]([O:13][C:14]1[CH:19]=[C:18]([CH3:20])[N:17]=[C:16](S(C)(=O)=O)[N:15]=1)[CH3:12]>O1CCCC1>[CH2:11]([O:13][C:14]1[CH:19]=[C:18]([CH3:20])[N:17]=[C:16]([CH2:1][C:2]2[CH:7]=[CH:6][CH:5]=[CH:4][CH:3]=2)[N:15]=1)[CH3:12] |f:1.2|. Reported procedure: To benzyl alcohol (Compound II-64) (0.35 g, 0.0016×2.0 mol) in tetrahydrofuran, sodium hydride (0.085 g, (60% in mineral oil), 0.0016×1.3 mol) and 4-ethoxy-6-methyl-2-(methylsulfonyl)pyrimidine (Compound III-44) (0.35 g, 0.0016 mol) prepared as described in Reference synthesis example 1 below were successively added and the solution was allowed to react for about 1 hour at room temperature. Starting materials: Brc1ccccc1Br, CN(C(=O)OC(C)(C)C)C1CCNC1. Product: CN(C(=O)OC(C)(C)C)C1CCN(c2ccccc2Br)C1. RXN SMILES: [Br:1][c:2]1[c:3]([Br:8])[cH:4][cH:5][cH:6][cH:7]1.[C:9]([CH3:10])([CH3:11])([CH3:12])[O:13][C:14](=[O:15])[N:16]([CH3:17])[CH:18]1[CH2:19][NH:20][CH2:21][CH2:22]1>>[c:2]1([N:20]2[CH2:19][CH:18]([N:16]([C:14]([O:13][C:9]([CH3:10])([CH3:11])[CH3:12])=[O:15])[CH3:17])[CH2:22][CH2:21]2)[c:3]([Br:8])[cH:4][cH:5][cH:6][cH:7]1. Starting materials: C(C)C(=CCC)C=1C2=C(N=C(N1)C)N(C(=C2C)C)C2=C(C=C(C=C2C)C)C (4-(1-ethyl-butenyl)-2,5,6-trimethyl-7-(2,4,6-trimethylphenyl)-7H-pyrrolo[2,3-d]pyrimidine), C(CC)C(=CC)C=1C2=C(N=C(N1)C)N(C(=C2C)C)C2=C(C=C(C=C2C)C)C (4-(1-n-propyl-propenyl)-2,5,6-trimethyl-7-(2,4,6-trimethyl-phenyl)-7H-pyrrolo[2,3-d]pyrimidine). The reagents and catalysts are [Pd] (Pd/C). The solvent is C(C)(=O)OCC (ethyl acetate). Conditions: time 15 hour. Product: C(C)C(CCC)C=1C2=C(N=C(N1)C)N(C(=C2C)C)C2=C(C=C(C=C2C)C)C (4-(1-Ethyl-butyl)-2,5,6-trimethyl-7-(2,4,6-trimethylphenyl)-7H-pyrrolo[2,3-d]pyrimidine). RXN SMILES: [CH2:1]([C:3]([C:7]1[C:8]2[C:16]([CH3:17])=[C:15]([CH3:18])[N:14]([C:19]3[C:24]([CH3:25])=[CH:23][C:22]([CH3:26])=[CH:21][C:20]=3[CH3:27])[C:9]=2[N:10]=[C:11]([CH3:13])[N:12]=1)=[CH:4][CH2:5][CH3:6])[CH3:2].C(C(C1C2C(C)=C(C)N(C3C(C)=CC(C)=CC=3C)C=2N=C(C)N=1)=CC)CC>C(OCC)(=O)C.[Pd]>[CH2:1]([CH:3]([C:7]1[C:8]2[C:16]([CH3:17])=[C:15]([CH3:18])[N:14]([C:19]3[C:24]([CH3:25])=[CH:23][C:22]([CH3:26])=[CH:21][C:20]=3[CH3:27])[C:9]=2[N:10]=[C:11]([CH3:13])[N:12]=1)[CH2:4][CH2:5][CH3:6])[CH3:2]. Procedure: A mixture of two isomers, 4-(1-ethyl-butenyl)-2,5,6-trimethyl-7-(2,4,6-trimethylphenyl)-7H-pyrrolo[2,3-d]pyrimidine and 4-(1-n-propyl-propenyl)-2,5,6-trimethyl-7-(2,4,6-trimethyl-phenyl)-7H-pyrrolo[2,3-d]pyrimidine (67 mg, 0.185 mmol) in ethyl acetate (18 ml) and 10% Pd/C (38 mg) was hydrogenated at 50 psi for 15 hours. The mixture was filtered through Celite, a trademark for a commercially available diatomaceous earth filtering material. The filtrate was washed with brine, dried and concentrate... Reactants: C(CC)N1CCC(CC1)C=1C=C(C(=O)N)C=CC1 (3-(1-propyl-piperidin-4-yl)-benzamide), O=P(Cl)(Cl)Cl (POCl3). Run in CN(C)C=O (DMF), O (water). The product is C(CC)N1CCC(CC1)C=1C=C(C#N)C=CC1 (3-(1-Propyl-piperidin-4-yl)-benzonitrile). The yield is 39.1%. RXN SMILES: [CH2:1]([N:4]1[CH2:9][CH2:8][CH:7]([C:10]2[CH:11]=[C:12]([CH:16]=[CH:17][CH:18]=2)[C:13]([NH2:15])=O)[CH2:6][CH2:5]1)[CH2:2][CH3:3].O=P(Cl)(Cl)Cl>CN(C=O)C.O>[CH2:1]([N:4]1[CH2:9][CH2:8][CH:7]([C:10]2[CH:11]=[C:12]([CH:16]=[CH:17][CH:18]=2)[C:13]#[N:15])[CH2:6][CH2:5]1)[CH2:2][CH3:3]. Procedure: A solution of 3-(1-propyl-piperidin-4-yl)-benzamide (350 mg) and POCl3 (326 μL) in dry DMF (6 ml) was heated at 80° C. for 3 h under an argon atmosphere. Evaporation of the solvent yielded a dark, oily residue, which was dissolved in water. The solution was basified and extracted with CH2Cl2. The combined organic phases were dried (MgSO4), filtered and evaporated. The oily residue was chromathographed on a silica column with MeOH:CH2Cl2 (1:19 (v/v)) as eluent. Collection of the fractions contain... Starting materials: Cc1cc(Br)n2ccnc2c1, C[O-], CO, [Na+]. The product is COc1cc(C)cc2nccn12. Reaction SMILES: [Br:1][c:2]1[cH:3][c:4]([CH3:11])[cH:5][c:6]2[n:7]1[cH:8][cH:9][n:10]2.[CH3:12][O-:13].[CH3:15][OH:16].[Na+:14]>>[c:2]1([O:13][CH3:12])[cH:3][c:4]([CH3:11])[cH:5][c:6]2[n:7]1[cH:8][cH:9][n:10]2. The reactants are N (ammonia), [Li] (lithium), COC1=CC=2CC[C@H]3[C@@H]4CCC5(OCC(C5)O)[C@@]4(C)CC[C@@H]3C2C=C1 (4',5'-dihydro-3-methoxyspiro[estra-1,3,5(10)-triene 17,2'(3'H)-furan]-4'-ol), 81, O1CCCC1 (tetrahydrofuran), N (ammonia). The solvent is CC(C)(O)C (1,1-dimethylethanol), CO (methanol). Reaction conditions: time 45 minute. Yields the product COC=1CC=2CC[C@H]3[C@@H]4CCC5(OCC(C5)O)[C@@]4(C)CC[C@@H]3C2CC1 (4',5'-dihydro-3-methoxyspiro[estra-2,5(10)-diene-17,2'(3'H)-furan]-4'-ol). Reaction SMILES: N.[CH3:2][O:3][C:4]1[CH:26]=[CH:25][C:24]2[C@@H:23]3[C@H:9]([C@H:10]4[C@@:19]([CH2:21][CH2:22]3)([CH3:20])[C:13]3([CH2:17][CH:16]([OH:18])[CH2:15][O:14]3)[CH2:12][CH2:11]4)[CH2:8][CH2:7][C:6]=2[CH:5]=1.O1CCCC1.[Li]>CO.CC(C)(O)C>[CH3:2][O:3][C:4]1[CH2:5][C:6]2[CH2:7][CH2:8][C@@H:9]3[C@@H:23]([C:24]=2[CH2:25][CH:26]=1)[CH2:22][CH2:21][C@@:19]1([CH3:20])[C@H:10]3[CH2:11][CH2:12][C:13]21[CH2:17][CH:16]([OH:18])[CH2:15][O:14]2 |^1:31|. Procedure: To 122 parts of liquid ammonia under reflux is added, with vigorous agitation, a solution of 3 parts of 4',5'-dihydro-3-methoxyspiro[estra-1,3,5(10)-triene 17,2'(3'H)-furan]-4'-ol in a mixture of 81 parts of tetrahydrofuran and 72 parts of 1,1-dimethylethanol, followed -- portionwise -- by 2 parts of lithium wire cut into small pieces. Approximately 2 hours later, 5 parts of methanol is slowly introduced. After an additional 45 minutes, the blue color originally characteristic of the reaction mi... Reactants: [N+](=O)([O-])C=1C=C(C=CC1)O (3-Nitro-phenol), BrCC1=CC=C(C#N)C=C1 (4-bromomethyl-benzonitrile), BrCC1=CC(=CC=C1)F (1-bromomethyl-3-fluoro-benzene). The product is NC=1C=C(OCC2=CC=C(C#N)C=C2)C=CC1 (4-(3-Amino-phenoxymethyl)-benzonitrile). RXN SMILES: [N+:1]([C:4]1[CH:5]=[C:6]([OH:10])[CH:7]=[CH:8][CH:9]=1)([O-])=O.Br[CH2:12][C:13]1[CH:20]=[CH:19][C:16]([C:17]#[N:18])=[CH:15][CH:14]=1.BrCC1C=CC=C(F)C=1>>[NH2:1][C:4]1[CH:5]=[C:6]([CH:7]=[CH:8][CH:9]=1)[O:10][CH2:12][C:13]1[CH:20]=[CH:19][C:16]([C:17]#[N:18])=[CH:15][CH:14]=1. Reported procedure: 3-Nitro-phenol was reacted with 4-bromomethyl-benzonitrile according to the procedure from Example 199A substituting 4-bromomethyl-benzonitrile for 1-bromomethyl-3-fluoro-benzene then reduced according to the procedure from Example 199B to provide the title compound. Starting materials: C(CC(O)(C(=O)[O-])CC(=O)[O-])(=O)[O-].[Na+].[Na+].[Na+] (Trisodium citrate), C1(=CC=CC=C1)OC (anisole), [Cl-].[Al+3].[Cl-].[Cl-] (aluminium chloride), COC(=O)[C@H]1CC[C@H](O1)C=1CS[C@H]2N(C1C(=O)OCC1=CC=C(C=C1)OC)C([C@H]2NC(\C(=N/OC)\C=2N=C(SC2)N)=O)=O (4-methoxybenzyl (6R,7R)-3-[(2S,5R)-5-methoxycarbonyltetrahydrofuran-2-yl]-7-[2-(2-aminothiazol-4-yl)-2-(Z)-methoxyiminoacetamido]ceph-3-em-4-carboxylate). Run in ClCCl (dichloromethane), ClCCl (dichloromethane). Run at temperature -40 celsius, time 15 minute. The product is NC=1SC=C(N1)/C(/C(=O)N[C@H]1[C@@H]2N(C(=C(CS2)[C@H]2O[C@H](CC2)C(=O)OC)C(=O)[O-])C1=O)=N/OC.[Na+] (Sodium (6R,7R)-7-[2-(2-aminothiazol-4-yl)-2-(Z)-methoxyiminoacetamido]-3-[(2S,5R)-5-methoxycarbonyltetrahydrofuran-2-yl]ceph-3-em-4-carboxylate). Reaction SMILES: C1(OC)C=CC=CC=1.[Cl-].[Al+3].[Cl-].[Cl-].[CH3:13][O:14][C:15]([C@@H:17]1[O:21][C@H:20]([C:22]2[CH2:23][S:24][C@@H:25]3[C@H:41]([NH:42][C:43](=[O:54])/[C:44](/[C:48]4[N:49]=[C:50]([NH2:53])[S:51][CH:52]=4)=[N:45]\[O:46][CH3:47])[C:40](=[O:55])[N:26]3[C:27]=2[C:28]([O:30]CC2C=CC(OC)=CC=2)=[O:29])[CH2:19][CH2:18]1)=[O:16].C([O-])(=O)CC(CC([O-])=O)(C([O-])=O)O.[Na+:69].[Na+].[Na+]>ClCCl>[NH2:53][C:50]1[S:51][CH:52]=[C:48](/[C:44](=[N:45]/[O:46][CH3:47])/[C:43]([NH:42][C@@H:41]2[C:40](=[O:55])[N:26]3[C:27]([C:28]([O-:30])=[O:29])=[C:22]([C@@H:20]4[CH2:19][CH2:18][C@H:17]([C:15]([O:14][CH3:13])=[O:16])[O:21]4)[CH2:23][S:24][C@H:25]23)=[O:54])[N:49]=1.[Na+:69] |f:1.2.3.4,6.7.8.9,11.12|. Reported procedure: A stirred solution of anisole (0.75ml) and dichloromethane (0.38ml) was cooled to -20° C. and aluminium chloride (19mg) was added. The mixture was stirred at the same temperature for 15min. and then cooled to -40° C., and then a solution of 4-methoxybenzyl (6R,7R)-3-[(2S,5R)-5-methoxycarbonyltetrahydrofuran-2-yl]-7-[2-(2-aminothiazol-4-yl)-2-(Z)-methoxyiminoacetamido]ceph-3-em-4-carboxylate (31mg) in dichloromethane (2.5ml) was added and the mixture stirred at the same temperature for 5min. Tris...